From a dataset of the Open Reaction Database (ORD), a public repository of structured organic reaction records. describe an organic reaction: reactants, conditions, products, and yield Starting materials: C(C)OC(=O)C1[C@@H](CN(C1=O)[C@@H](C)C1=CC=CC=C1)C1(CC1)CO[Si](C1=CC=CC=C1)(C1=CC=CC=C1)C(C)(C)C ((3R)-3-[1-(tert-butyldiphenylsiloxymethyl)cyclopropan-1-yl]-5-oxo-1-[(1S)-1-phenylethyl]pyrrolidin-4-ylcarboxylic acid ethyl ester), ice water. Run in N1=CC=CC=C1 (pyridine). Reaction conditions: time 2.5 hour. Yields the product C(C)OC(=O)C1[C@@H](CN(C1=O)[C@@H](C)C1=CC=CC=C1)C1(CC1)CO ((3R)-3-[1-(Hydroxymethyl)cyclopropan-1-yl]-5-oxo-1-[(1S)-1-phenylethyl]pyrrolidin-4-ylcarboxylic acid ethyl ester). Isolated yield 84.3%. RXN SMILES: [CH2:1]([O:3][C:4]([CH:6]1[C:10](=[O:11])[N:9]([C@H:12]([C:14]2[CH:19]=[CH:18][CH:17]=[CH:16][CH:15]=2)[CH3:13])[CH2:8][C@H:7]1[C:20]1([CH2:23][O:24][Si](C(C)(C)C)(C2C=CC=CC=2)C2C=CC=CC=2)[CH2:22][CH2:21]1)=[O:5])[CH3:2]>N1C=CC=CC=1>[CH2:1]([O:3][C:4]([CH:6]1[C:10](=[O:11])[N:9]([C@H:12]([C:14]2[CH:15]=[CH:16][CH:17]=[CH:18][CH:19]=2)[CH3:13])[CH2:8][C@H:7]1[C:20]1([CH2:23][OH:24])[CH2:21][CH2:22]1)=[O:5])[CH3:2]. Procedure details: A hydrogen fluoride-pyridine complex (10 mL) was added dropwise to a solution of (3R)-3-[1-(tert-butyldiphenylsiloxymethyl)cyclopropan-1-yl]-5-oxo-1-[(1S)-1-phenylethyl]pyrrolidin-4-ylcarboxylic acid ethyl ester (2.81 g, 4.93 mmol) in pyridine (20 mL) at 0° C. over five minutes. The mixture was stirred at room temperature for 2.5 hours and then poured into ice water (150 mL), followed by extraction with ethyl acetate (300 mL). The resulting organic layer was washed with a 10% citric acid solutio... The reactants are C(C)(C)(C)OC(=O)N1CCC12CN(C2)C(NC21CC3CC(CC(C2)C3)C1)=O (6-(Adamantan-1-ylcarbamoyl)-1,6-diaza-spiro[3.3]heptane-1-carboxylic acid tert-butyl ester), ClC1=CC=C(C=C1)S(=O)(=O)Cl (4-chlorobenzene-1-sulfonyl chloride). Yields the product C12(CC3CC(CC(C1)C3)C2)NC(=O)N2CC3(CCN3S(=O)(=O)C3=CC=C(C=C3)Cl)C2 (1-(4-Chloro-benzenesulfonyl)-1,6-diaza-spiro[3.3]heptane-6-carboxylic acid adamantan-1-ylamide). RXN SMILES: C(OC([N:8]1[C:11]2([CH2:14][N:13]([C:15](=[O:27])[NH:16][C:17]34[CH2:26][CH:21]5[CH2:22][CH:23]([CH2:25][CH:19]([CH2:20]5)[CH2:18]3)[CH2:24]4)[CH2:12]2)[CH2:10][CH2:9]1)=O)(C)(C)C.[Cl:28][C:29]1[CH:34]=[CH:33][C:32]([S:35](Cl)(=[O:37])=[O:36])=[CH:31][CH:30]=1>>[C:17]12([NH:16][C:15]([N:13]3[CH2:14][C:11]4([N:8]([S:35]([C:32]5[CH:33]=[CH:34][C:29]([Cl:28])=[CH:30][CH:31]=5)(=[O:37])=[O:36])[CH2:9][CH2:10]4)[CH2:12]3)=[O:27])[CH2:18][CH:19]3[CH2:25][CH:23]([CH2:22][CH:21]([CH2:20]3)[CH2:26]1)[CH2:24]2. Procedure details: In analogy to the experimental procedure of example 6b) 6-(Adamantan-1-ylcarbamoyl)-1,6-diaza-spiro[3.3]heptane-1-carboxylic acid tert-butyl ester instead of tert-butyl 1-(2,4-dichlorobenzylcarbamoyl)-1,6-diazaspiro[3.3]heptane-6-carboxylate was converted using 4-chlorobenzene-1-sulfonyl chloride into the title compound which was obtained as an off-white sticky solid (29 mg, 35%). MS m/e: 450 (M+H)+. The reactants are [BH4-], CCCC(NC(=O)Cc1cc(F)cc(F)c1)C(=O)Nc1ncc(C(C)=O)o1, C1CCOC1, CO, [Na+]. Product: CCCC(NC(=O)Cc1cc(F)cc(F)c1)C(=O)Nc1ncc(C(C)O)o1. RXN SMILES: [BH4-:28].[C:1]([CH3:2])(=[O:3])[c:4]1[cH:5][n:6][c:7]([NH:9][C:10]([CH:11]([CH2:12][CH2:13][CH3:14])[NH:15][C:16]([CH2:17][c:18]2[cH:19][c:20]([F:25])[cH:21][c:22]([F:24])[cH:23]2)=[O:26])=[O:27])[o:8]1.[CH2:32]1[O:33][CH2:34][CH2:35][CH2:36]1.[CH3:30][OH:31].[Na+:29]>>[CH:1]([CH3:2])([OH:3])[c:4]1[cH:5][n:6][c:7]([NH:9][C:10]([CH:11]([CH2:12][CH2:13][CH3:14])[NH:15][C:16]([CH2:17][c:18]2[cH:19][c:20]([F:25])[cH:21][c:22]([F:24])[cH:23]2)=[O:26])=[O:27])[o:8]1. Reactants: C(CC)C(CC(C)=O)CC (4-propylhexanone), C(CCC)[Li] (n-Butyllithium), Cl (HCl), C(C)(=O)OCC (ethyl acetate), FC=1C=C(C=CC1)Br (3-Fluorobromobenzene). Run in C1CCOC1 (THF), CCCCCC (n-hexane), C1CCOC1 (THF). Conditions: time 2 hour. The product is C(CC)C1CCC(CC1)(O)C1=CC(=CC=C1)F (4-propyl-1-(3-fluorophenyl)-cyclohexanol). Reaction SMILES: [F:1][C:2]1[CH:3]=[C:4](Br)[CH:5]=[CH:6][CH:7]=1.C([Li])CCC.[CH2:14]([CH:17]([CH2:22][CH3:23])[CH2:18][C:19](=O)[CH3:20])[CH2:15][CH3:16].Cl.C(OCC)(=[O:27])C>C1COCC1.CCCCCC>[CH2:14]([CH:17]1[CH2:22][CH2:23][C:20]([C:4]2[CH:5]=[CH:6][CH:7]=[C:2]([F:1])[CH:3]=2)([OH:27])[CH2:19][CH2:18]1)[CH2:15][CH3:16]. Reported procedure: 3-Fluorobromobenzene (8) (10.0 g) and THF (100 ml) were put in a reaction vessel under a nitrogen atmosphere, and cooled to −74° C. n-Butyllithium (1.57 M, in a n-hexane solution; 40.0 ml) was added dropwise thereto in the temperature range of −74° C. to −70° C., and the mixture was stirred for another 2 hours. Subsequently, 4-propylhexanone (16) (12.0 g) in a THF (50 ml) solution was added dropwise thereto in the temperature range of −74° C. to −65° C., and the mixture was stirred for another 8... Reactants: NC1=NOC=C1 (3-aminoisoxazole), BrC1=C(C=CC(=C1)C(F)(F)F)N1C(C=CC2=CC(=CC=C12)S(=O)(=O)Cl)=O (1-(2-bromo-4-(trifluoromethyl)phenyl)-2-oxo-1,2-dihydroquinoline-6-sulfonyl chloride), [Li+].C[Si](C)(C)[N-][Si](C)(C)C (LHMDS). The solvent is C1CCOC1 (THF), C1CCOC1 (THF). Conditions: time 30 minute. Product: BrC1=C(C=CC(=C1)C(F)(F)F)N1C(C=CC2=CC(=CC=C12)S(=O)(=O)NC1=NOC=C1)=O (1-(2-bromo-4-(trifluoromethyl)phenyl)-N-(isoxazol-3-yl)-2-oxo-1,2-dihydroquinoline-6-sulfonamide). Isolated yield 33.2%. RXN SMILES: [NH2:1][C:2]1[CH:6]=[CH:5][O:4][N:3]=1.[Br:7][C:8]1[CH:13]=[C:12]([C:14]([F:17])([F:16])[F:15])[CH:11]=[CH:10][C:9]=1[N:18]1[C:27]2[C:22](=[CH:23][C:24]([S:28](Cl)(=[O:30])=[O:29])=[CH:25][CH:26]=2)[CH:21]=[CH:20][C:19]1=[O:32].[Li+].C[Si]([N-][Si](C)(C)C)(C)C>C1COCC1>[Br:7][C:8]1[CH:13]=[C:12]([C:14]([F:17])([F:16])[F:15])[CH:11]=[CH:10][C:9]=1[N:18]1[C:27]2[C:22](=[CH:23][C:24]([S:28]([NH:1][C:2]3[CH:6]=[CH:5][O:4][N:3]=3)(=[O:30])=[O:29])=[CH:25][CH:26]=2)[CH:21]=[CH:20][C:19]1=[O:32] |f:2.3|. Procedure: A solution of 3-aminoisoxazole (0.380 ml, 5.14 mmol) and 1-(2-bromo-4-(trifluoromethyl)phenyl)-2-oxo-1,2-dihydroquinoline-6-sulfonyl chloride (1.200 g, 2.57 mmol) in 10 mL THF was cooled to 0° C. and was treated with LHMDS 1N in THF (2.57 ml, 2.57 mmol). After stirring for 30 minutes, the reaction mixture was concentrated. Purification of the crude residue by reverse phase column chromatography [Puriflash C18, 10-100% (0.1% NH4OH in MeOH)/(0.1% NH4OH in water)] gave 1-(2-bromo-4-(trifluoromethyl... Starting materials: CC(C)(C)C(=O)Cl, CCO, ClCCl, Nc1cnc(Br)cn1, c1ccncc1. Product: CC(C)(C)C(=O)Nc1cnc(Br)cn1. Reaction SMILES: [CH3:18][C:19]([C:20](=[O:21])[Cl:22])([CH3:23])[CH3:24].[CH3:25][CH2:26][OH:27].[Cl:9][CH2:10][Cl:11].[NH2:1][c:2]1[n:3][cH:4][c:5]([Br:8])[n:6][cH:7]1.[cH:12]1[cH:13][cH:14][n:15][cH:16][cH:17]1>>[NH:1]([c:2]1[n:3][cH:4][c:5]([Br:8])[n:6][cH:7]1)[C:20]([C:19]([CH3:18])([CH3:23])[CH3:24])=[O:21]. The reactants are C#C[Si](C)(C)C, COC(=O)CCc1ccc(I)cc1. Reaction SMILES: [CH3:14][Si:15]([CH3:16])([CH3:17])[C:18]#[CH:19].[I:1][c:2]1[cH:3][cH:4][c:5]([CH2:8][CH2:9][C:10](=[O:11])[O:12][CH3:13])[cH:6][cH:7]1>>[c:2]1([C:19]#[C:18][Si:15]([CH3:14])([CH3:16])[CH3:17])[cH:3][cH:4][c:5]([CH2:8][CH2:9][C:10](=[O:11])[O:12][CH3:13])[cH:6][cH:7]1. Yields the product COC(=O)CCc1ccc(C#C[Si](C)(C)C)cc1.